Task: describe an organic reaction: reactants, conditions, products, and yield. Dataset: the Open Reaction Database (ORD), a public repository of structured organic reaction records Run in C1(=CC=CC=C1)C (toluene), C1(=CC=CC=C1)C (toluene). Procedure: 1 gm of phenol is added to 100 ml of toluene in a 250 Erlenmeyer flask equipped with a refluxing condensor. 0.26 gm sodium is added and the system is heated at reflux until the sodium has dissolved. The system is then allowed to come to room temperature. At this time, 2.50 gm of alpha-chloro-2,4-dichloro-alpha-(3-pyridyl)toluene in 30 ml of toluene is added over 1 hour. The system is then heated at reflux for 6 hours. The system is added to water and the product extracted in the organic phase. T... Reaction SMILES: [C:1]1([OH:7])[CH:6]=[CH:5][CH:4]=[CH:3][CH:2]=1.[Na].Cl[CH:10]([C:19]1[CH:20]=[N:21][CH:22]=[CH:23][CH:24]=1)[C:11]1[CH:16]=[CH:15][C:14]([Cl:17])=[CH:13][C:12]=1[Cl:18].O>C1(C)C=CC=CC=1>[C:1]1([O:7][CH:10]([C:19]2[CH:20]=[N:21][CH:22]=[CH:23][CH:24]=2)[C:11]2[CH:16]=[CH:15][C:14]([Cl:17])=[CH:13][C:12]=2[Cl:18])[CH:6]=[CH:5][CH:4]=[CH:3][CH:2]=1 |^1:7|. The product is C1(=CC=CC=C1)OC(C1=C(C=C(C=C1)Cl)Cl)C=1C=NC=CC1 (3-pyridyl-2,4-dichlorophenylcarbinol phenylether). Starting materials: ClC(C1=C(C=C(C=C1)Cl)Cl)C=1C=NC=CC1 (alpha-chloro-2,4-dichloro-alpha-(3-pyridyl)toluene), O (water), C1(=CC=CC=C1)O (phenol), [Na] (sodium), [Na] (sodium).